Dataset: the Open Reaction Database (ORD), a public repository of structured organic reaction records. Task: describe an organic reaction: reactants, conditions, products, and yield The reactants are [OH-].[Na+] (Sodium hydroxide), COC(CN(C(C1=CC(=CC(=C1)OCC1=CC=CC=C1)OCCCCCCCCCCCCCCCCCC)=O)CC(=O)OC)=O (N-(2-methoxy-2-oxoethyl)-N-[3-(octadecyloxy)-5-(phenylmethoxy)benzoyl]glycine methyl ester). Product: C(=O)(O)CN(CC(=O)O)C(C1=CC(=CC(=C1)OCC1=CC=CC=C1)OCCCCCCCCCCCCCCCCCC)=O (N-(carboxymethyl)-N-[3-(octadecyloxy)-5-(phenylmethoxy)benzoyl]glycine). Reaction SMILES: [OH-].[Na+].C[O:4][C:5](=[O:48])[CH2:6][N:7]([CH2:43][C:44]([O:46]C)=[O:45])[C:8](=[O:42])[C:9]1[CH:14]=[C:13]([O:15][CH2:16][C:17]2[CH:22]=[CH:21][CH:20]=[CH:19][CH:18]=2)[CH:12]=[C:11]([O:23][CH2:24][CH2:25][CH2:26][CH2:27][CH2:28][CH2:29][CH2:30][CH2:31][CH2:32][CH2:33][CH2:34][CH2:35][CH2:36][CH2:37][CH2:38][CH2:39][CH2:40][CH3:41])[CH:10]=1>>[C:5]([CH2:6][N:7]([C:8](=[O:42])[C:9]1[CH:14]=[C:13]([O:15][CH2:16][C:17]2[CH:18]=[CH:19][CH:20]=[CH:21][CH:22]=2)[CH:12]=[C:11]([O:23][CH2:24][CH2:25][CH2:26][CH2:27][CH2:28][CH2:29][CH2:30][CH2:31][CH2:32][CH2:33][CH2:34][CH2:35][CH2:36][CH2:37][CH2:38][CH2:39][CH2:40][CH3:41])[CH:10]=1)[CH2:43][C:44]([OH:46])=[O:45])([OH:48])=[O:4] |f:0.1|. Procedure details: Sodium hydroxide hydrolysis of N-(2-methoxy-2-oxoethyl)-N-[3-(octadecyloxy)-5-(phenylmethoxy)benzoyl]glycine methyl ester gave N-(carboxymethyl)-N-[3-(octadecyloxy)-5-(phenylmethoxy)benzoyl]glycine, mp 93°-95°. Product: CC1(c2cc(NC(=O)c3ncccc3Cl)ccc2F)N=C(N)OCC1(F)F. Reactants: O=C(O)c1ncccc1Cl, CC1(c2cc(N)ccc2F)N=C(N)OCC1(F)F. Reaction SMILES: [Cl:19][c:20]1[c:21]([C:26](=[O:27])[OH:28])[n:22][cH:23][cH:24][cH:25]1.[NH2:1][c:2]1[cH:3][cH:4][c:5]([F:18])[c:6]([C:8]2([CH3:17])[N:9]=[C:10]([NH2:16])[O:11][CH2:12][C:13]2([F:14])[F:15])[cH:7]1>>[NH:1]([c:2]1[cH:3][cH:4][c:5]([F:18])[c:6]([C:8]2([CH3:17])[N:9]=[C:10]([NH2:16])[O:11][CH2:12][C:13]2([F:14])[F:15])[cH:7]1)[C:26]([c:21]1[c:20]([Cl:19])[cH:25][cH:24][cH:23][n:22]1)=[O:27]. Reactants: COC(=O)C(C)N(Cc1ccccc1)S(=O)(=O)c1ccc(OC)cc1, [Na+], C1CCOC1, [OH-]. Yields the product COc1ccc(S(=O)(=O)N(Cc2ccccc2)C(C)C(=O)O)cc1. As a reaction SMILES: [CH3:1][O:2][c:3]1[cH:4][cH:5][c:6]([S:9](=[O:10])(=[O:11])[N:12]([CH:13]([C:14](=[O:15])[O:16][CH3:17])[CH3:18])[CH2:19][c:20]2[cH:21][cH:22][cH:23][cH:24][cH:25]2)[cH:7][cH:8]1.[Na+:27].[O:28]1[CH2:29][CH2:30][CH2:31][CH2:32]1.[OH-:26]>>[CH3:1][O:2][c:3]1[cH:4][cH:5][c:6]([S:9](=[O:10])(=[O:11])[N:12]([CH:13]([C:14](=[O:15])[OH:16])[CH3:18])[CH2:19][c:20]2[cH:21][cH:22][cH:23][cH:24][cH:25]2)[cH:7][cH:8]1.